This data is from the Open Reaction Database (ORD), a public repository of structured organic reaction records. The task is: describe an organic reaction: reactants, conditions, products, and yield The reactants are C1(CC1)CS(=O)(=O)C(C(=O)O)(C)C (2-cyclopropylmethanesulfonyl-2-methyl-propionic acid), acid chloride, S(=O)(Cl)Cl (thionyl chloride), C(C)(C)N(C(C)C)CC (N,N-diisopropylethylamine), C(C)N1N=C(N=C1C1=CC=C(C=C1)OC)N (1-ethyl-5-(4-methoxy-phenyl)-1H-[1,2,4]triazol-3-ylamine). The solvent is C(Cl)Cl (DCM). Yields the product C1(CC1)CS(=O)(=O)C(C(=O)NC1=NN(C(=N1)C1=CC=C(C=C1)OC)CC)(C)C (2-cyclopropylmethanesulfonyl-N-[1-ethyl-5-(4-methoxy-phenyl)-1H-[1,2,4]triazol-3-yl]-2-methyl-propionamide). Isolated yield 92.7%. Reaction SMILES: [CH:1]1([CH2:4][S:5]([C:8]([CH3:13])([CH3:12])[C:9]([OH:11])=O)(=[O:7])=[O:6])[CH2:3][CH2:2]1.S(Cl)(Cl)=O.C(N(CC)C(C)C)(C)C.[CH2:27]([N:29]1[C:33]([C:34]2[CH:39]=[CH:38][C:37]([O:40][CH3:41])=[CH:36][CH:35]=2)=[N:32][C:31]([NH2:42])=[N:30]1)[CH3:28]>C(Cl)Cl>[CH:1]1([CH2:4][S:5]([C:8]([CH3:13])([CH3:12])[C:9]([NH:42][C:31]2[N:32]=[C:33]([C:34]3[CH:39]=[CH:38][C:37]([O:40][CH3:41])=[CH:36][CH:35]=3)[N:29]([CH2:27][CH3:28])[N:30]=2)=[O:11])(=[O:6])=[O:7])[CH2:2][CH2:3]1. Procedure details: Activation of 0.43 g (2.09 mmol) of 2-cyclopropylmethanesulfonyl-2-methyl-propionic acid as the corresponding acid chloride is achieved by treatment with thionyl chloride (3 mL) at 50° C. for 3 h. The reaction is cooled to room temperature and excess thionyl chloride is removed under reduced pressure. The crude acid chloride is dissolved in THF (5 mL) and N,N-diisopropylethylamine (0.39 mL, 2.25 mmol) solution is added followed by 0.30 g (1.38 mmol) of 1-ethyl-5-(4-methoxy-phenyl)-1H-[1,2,4]tria... Starting materials: CC(=O)N1CCc2cc(CCCl)sc2C1, Clc1ccc2onc(C3CCNCC3)c2c1, Cl. Yields the product CC(=O)N1CCc2cc(CCN3CCC(c4noc5ccc(Cl)cc45)CC3)sc2C1. RXN SMILES: [C:1]([CH3:2])(=[O:3])[N:4]1[CH2:5][c:6]2[c:7]([cH:10][c:11]([CH2:13][CH2:14][Cl:15])[s:12]2)[CH2:8][CH2:9]1.[Cl:17][c:18]1[cH:19][cH:20][c:21]2[c:22]([c:23]([CH:26]3[CH2:27][CH2:28][NH:29][CH2:30][CH2:31]3)[n:24][o:25]2)[cH:32]1.[ClH:16]>>[C:1]([CH3:2])(=[O:3])[N:4]1[CH2:5][c:6]2[c:7]([cH:10][c:11]([CH2:13][CH2:14][N:29]3[CH2:28][CH2:27][CH:26]([c:23]4[c:22]5[c:21]([cH:20][cH:19][c:18]([Cl:17])[cH:32]5)[o:25][n:24]4)[CH2:31][CH2:30]3)[s:12]2)[CH2:8][CH2:9]1. The reactants are O=C=Nc1cccc(Br)c1, O=C([O-])[O-], CN(C)C=O, [I-], [K+], [K+], [K+], O, Oc1ccc2ncccc2c1. Product: O=C(Nc1cccc(Br)c1)Oc1ccc2ncccc2c1. As a reaction SMILES: [Br:12][c:13]1[cH:14][c:15]([N:19]=[C:20]=[O:21])[cH:16][cH:17][cH:18]1.[C:22](=[O:23])([O-:24])[O-:25].[CH3:30][N:31]([CH3:32])[CH:33]=[O:34].[I-:29].[K+:26].[K+:27].[K+:28].[OH2:35].[OH:1][c:2]1[cH:3][cH:4][c:5]2[n:6][cH:7][cH:8][cH:9][c:10]2[cH:11]1>>[O:1]([c:2]1[cH:3][cH:4][c:5]2[n:6][cH:7][cH:8][cH:9][c:10]2[cH:11]1)[C:20]([NH:19][c:15]1[cH:14][c:13]([Br:12])[cH:18][cH:17][cH:16]1)=[O:21].